Task: describe an organic reaction: reactants, conditions, products, and yield. Dataset: the Open Reaction Database (ORD), a public repository of structured organic reaction records The reactants are FC1=CC=C(C=C1)C1=C(N=C(N1)C1CCNCC1)C1=CC=NC=C1 (4-[5-(4-fluorophenyl)-4-pyridin-4-yl-1H-imidazol-2-yl]piperidine), C([O-])(O)=O.[Na+] (sodium bicarbonate), C(C1=CC=CC=C1)Cl (benzyl chloride). Run in C(C)#N (acetonitrile), CO (methanol), O (water). Product: FC1=CC=C(C=C1)C1=C(N=C(N1)C1CCN(CC1)CC1=CC=CC=C1)C1=CC=NC=C1 (4-[5-(4-FLUOROPHENYL)-4-PYRIDIN-4-YL-1H-IMIDAZOL-2-YL]-1-BENZYL-PIPERIDINE). Isolated yield 35.2%. As a reaction SMILES: [F:1][C:2]1[CH:7]=[CH:6][C:5]([C:8]2[NH:12][C:11]([CH:13]3[CH2:18][CH2:17][NH:16][CH2:15][CH2:14]3)=[N:10][C:9]=2[C:19]2[CH:24]=[CH:23][N:22]=[CH:21][CH:20]=2)=[CH:4][CH:3]=1.C(=O)(O)[O-].[Na+].[CH2:30](Cl)[C:31]1[CH:36]=[CH:35][CH:34]=[CH:33][CH:32]=1>C(#N)C.CO.O>[F:1][C:2]1[CH:7]=[CH:6][C:5]([C:8]2[NH:12][C:11]([CH:13]3[CH2:14][CH2:15][N:16]([CH2:30][C:31]4[CH:36]=[CH:35][CH:34]=[CH:33][CH:32]=4)[CH2:17][CH2:18]3)=[N:10][C:9]=2[C:19]2[CH:20]=[CH:21][N:22]=[CH:23][CH:24]=2)=[CH:4][CH:3]=1 |f:1.2|. Procedure: To a stirring solution of 4-[5-(4-fluorophenyl)-4-pyridin-4-yl-1H-imidazol-2-yl]piperidine (0.51 mmol, 0.20 g) in acetonitrile (4.0 mL) and methanol (2.0 mL) was added sodium bicarbonate (1.8 mmol, 0.15 g) and benzyl chloride (0.51 mmol, 64.0 mg). The reaction was heated to reflux overnight, cooled, diluted with water (50 mL) and extracted with ethyl acetate (2×50 mL). The combined organic layers were dried over anhydrous sodium sulfate and the solvent evaporated under reduced pressure. The resi...